This data is from the Open Reaction Database (ORD), a public repository of structured organic reaction records. The task is: describe an organic reaction: reactants, conditions, products, and yield Reactants: C(C1=CC=CC=C1)N1CCC(CC1)C(C(F)(F)F)(C)O (2-(1-benzylpiperidin-4-yl)-1,1,1-trifluoropropan-2-ol). Reagents/catalysts: [Pd] (palladium on carbon). The solvent is CO (methanol). Product: FC(C(C)(O)C1CCNCC1)(F)F (1,1,1-trifluoro-2-(piperidin-4-yl)propan-2-ol). RXN SMILES: C([N:8]1[CH2:13][CH2:12][CH:11]([C:14]([OH:20])([CH3:19])[C:15]([F:18])([F:17])[F:16])[CH2:10][CH2:9]1)C1C=CC=CC=1>CO.[Pd]>[F:18][C:15]([F:16])([F:17])[C:14]([CH:11]1[CH2:12][CH2:13][NH:8][CH2:9][CH2:10]1)([OH:20])[CH3:19]. Procedure details: To a stirred solution of 2-(1-benzylpiperidin-4-yl)-1,1,1-trifluoropropan-2-ol in methanol (25 mL), palladium on carbon (150 mg, 3.26 mmol) was added under hydrogen atmosphere. The resulting mixture was stirred under reflux for 6 h at 65 C. After completion of the reaction, the mixture was filtered and concentrated under vacuum to afford 1,1,1-trifluoro-2-(piperidin-4-yl)propan-2-ol. [M+H]=198.06 Starting materials: CC(=O)SCC(C)C1CCC2C3CCC4=C([N+](=O)[O-])C(=O)CCC4(C)C3CCC12C, C1CCOC1, CC(=O)O, CO, [Li+], [OH-]. Product: CC(CS)C1CCC2C3CCC4=C([N+](=O)[O-])C(=O)CCC4(C)C3CCC12C. As a reaction SMILES: [C:1](=[O:2])([CH3:3])[S:4][CH2:5][CH:6]([CH3:7])[CH:8]1[CH2:9][CH2:10][CH:11]2[CH:12]3[CH2:13][CH2:14][C:15]4=[C:16]([N+:28](=[O:29])[O-:30])[C:17](=[O:27])[CH2:18][CH2:19][C:20]4([CH3:21])[CH:22]3[CH2:23][CH2:24][C:25]12[CH3:26].[CH2:31]1[O:32][CH2:33][CH2:34][CH2:35]1.[CH3:38][C:39](=[O:40])[OH:41].[CH3:42][OH:43].[Li+:37].[OH-:36]>>[SH:4][CH2:5][CH:6]([CH3:7])[CH:8]1[CH2:9][CH2:10][CH:11]2[CH:12]3[CH2:13][CH2:14][C:15]4=[C:16]([N+:28](=[O:29])[O-:30])[C:17](=[O:27])[CH2:18][CH2:19][C:20]4([CH3:21])[CH:22]3[CH2:23][CH2:24][C:25]12[CH3:26]. Reactants: CC(=O)O[BH-](OC(C)=O)OC(C)=O, CC1CNCC(C)N1C(=O)OC(C)(C)C, O=Cc1ccc(CCC(=O)N2CCC(Nc3ccc(F)cc3)CC2)cc1, [Na+], [Na+], O=C([O-])O. The product is CC1CN(Cc2ccc(CCC(=O)N3CCC(Nc4ccc(F)cc4)CC3)cc2)CC(C)N1C(=O)OC(C)(C)C. As a reaction SMILES: [C:42]([O:43][BH-:44]([O:45][C:46](=[O:47])[CH3:48])[O:49][C:50](=[O:51])[CH3:52])(=[O:53])[CH3:54].[CH3:27][CH:28]1[N:29]([C:35](=[O:36])[O:37][C:38]([CH3:39])([CH3:40])[CH3:41])[CH:30]([CH3:34])[CH2:31][NH:32][CH2:33]1.[F:1][c:2]1[cH:3][cH:4][c:5]([NH:8][CH:9]2[CH2:10][CH2:11][N:12]([C:15]([CH2:16][CH2:17][c:18]3[cH:19][cH:20][c:21]([CH:22]=[O:23])[cH:24][cH:25]3)=[O:26])[CH2:13][CH2:14]2)[cH:6][cH:7]1.[Na+:55].[Na+:60].[O-:56][C:57]([OH:58])=[O:59]>>[F:1][c:2]1[cH:3][cH:4][c:5]([NH:8][CH:9]2[CH2:10][CH2:11][N:12]([C:15]([CH2:16][CH2:17][c:18]3[cH:19][cH:20][c:21]([CH2:22][N:32]4[CH2:31][CH:30]([CH3:34])[N:29]([C:35](=[O:36])[O:37][C:38]([CH3:39])([CH3:40])[CH3:41])[CH:28]([CH3:27])[CH2:33]4)[cH:24][cH:25]3)=[O:26])[CH2:13][CH2:14]2)[cH:6][cH:7]1.